From a dataset of the Open Reaction Database (ORD), a public repository of structured organic reaction records. describe an organic reaction: reactants, conditions, products, and yield Reported procedure: A mixture of 9.4 g of γ-bromo-4-fluoro-2-nitrobutyrophenone, 7.1 g of 4-hydroxy-4-(3-trifluoromethylphenyl)piperidine, 4.0 of potassium carbonate, a catalytic amount of potassium iodide and 60 ml of toluene was stirred at room temperature for 10 hours. The resulting mixture was diluted with water and extracted with toluene-ethyl acetate (1:1), and the organic layer was extracted with cold 30% hydrochloric acid. The hydrochloric acid layer was washed with toluene, made alkaline with 20% aqueous s... The solvent is C1(=CC=CC=C1)C (toluene), O (water). Reaction SMILES: Br[CH:2]([F:16])[CH2:3][CH:4]([N+:13]([O-:15])=[O:14])[C:5]([C:7]1[CH:12]=[CH:11][CH:10]=[CH:9][CH:8]=1)=[O:6].[OH:17][C:18]1([C:24]2[CH:29]=[CH:28][CH:27]=[C:26]([C:30]([F:33])([F:32])[F:31])[CH:25]=2)[CH2:23][CH2:22][NH:21][CH2:20][CH2:19]1.C(=O)([O-])[O-].[K+].[K+].[I-].[K+]>O.C1(C)C=CC=CC=1>[OH:17][C:18]1([C:24]2[CH:29]=[CH:28][CH:27]=[C:26]([C:30]([F:33])([F:31])[F:32])[CH:25]=2)[CH2:23][CH2:22][N:21]([CH:2]([F:16])[CH2:3][CH:4]([N+:13]([O-:15])=[O:14])[C:5]([C:7]2[CH:12]=[CH:11][CH:10]=[CH:9][CH:8]=2)=[O:6])[CH2:20][CH2:19]1 |f:2.3.4,5.6|. Starting materials: BrC(CC(C(=O)C1=CC=CC=C1)[N+](=O)[O-])F (γ-bromo-4-fluoro-2-nitrobutyrophenone), OC1(CCNCC1)C1=CC(=CC=C1)C(F)(F)F (4-hydroxy-4-(3-trifluoromethylphenyl)piperidine), C([O-])([O-])=O.[K+].[K+] (potassium carbonate), [I-].[K+] (potassium iodide). The yield is 48.6%. Yields the product OC1(CCN(CC1)C(CC(C(=O)C1=CC=CC=C1)[N+](=O)[O-])F)C1=CC(=CC=C1)C(F)(F)F (γ-[4-hydroxy-4-(3-trifluoromethylphenyl)piperidino]-4-fluoro-2-nitrobutyrophenone).